This data is from the Open Reaction Database (ORD), a public repository of structured organic reaction records. The task is: describe an organic reaction: reactants, conditions, products, and yield The reactants are CCn1cc(-c2ccnc3[nH]c(-c4ccc(CN5CCCC5)cc4)cc23)c(-c2ccc(N)cc2)n1, CCNCC, C1CCOC1, O=C(Cl)Oc1ccc([N+](=O)[O-])cc1. Product: CCN(CC)C(=O)Nc1ccc(-c2nn(CC)cc2-c2ccnc3[nH]c(-c4ccc(CN5CCCC5)cc4)cc23)cc1. RXN SMILES: [CH2:1]([CH3:2])[n:3]1[n:4][c:5](-[c:29]2[cH:30][cH:31][c:32]([NH2:33])[cH:34][cH:35]2)[c:6](-[c:8]2[c:9]3[c:10]([n:11][cH:12][cH:13]2)[nH:14][c:15](-[c:17]2[cH:18][cH:19][c:20]([CH2:23][N:24]4[CH2:25][CH2:26][CH2:27][CH2:28]4)[cH:21][cH:22]2)[cH:16]3)[cH:7]1.[CH2:49]([CH3:50])[NH:51][CH2:52][CH3:53].[CH2:54]1[O:55][CH2:56][CH2:57][CH2:58]1.[Cl:36][C:37](=[O:38])[O:39][c:40]1[cH:41][cH:42][c:43]([N+:44]([O-:45])=[O:46])[cH:47][cH:48]1>>[CH2:1]([CH3:2])[n:3]1[n:4][c:5](-[c:29]2[cH:30][cH:31][c:32]([NH:33][C:37](=[O:38])[N:51]([CH2:49][CH3:50])[CH2:52][CH3:53])[cH:34][cH:35]2)[c:6](-[c:8]2[c:9]3[c:10]([n:11][cH:12][cH:13]2)[nH:14][c:15](-[c:17]2[cH:18][cH:19][c:20]([CH2:23][N:24]4[CH2:25][CH2:26][CH2:27][CH2:28]4)[cH:21][cH:22]2)[cH:16]3)[cH:7]1.